Dataset: the Open Reaction Database (ORD), a public repository of structured organic reaction records. Task: describe an organic reaction: reactants, conditions, products, and yield Product: CC(C)(C)OC(=O)N(CCOc1cc(Cl)cc(C(=O)N(CCC#N)C2CCCC2)c1)c1ccncc1. Reactants: F[B-](F)(F)F, CC(C)(C)OC(=O)N(CCOc1cc(Cl)cc(C(=O)O)c1)c1ccncc1, CCN(C(C)C)C(C)C, N#CCCNC1CCCC1, CN(C)C=O, On1nnc2ccccc21, CN(C)C(On1nnc2ccccc21)=[N+](C)C. RXN SMILES: [B-:28]([F:29])([F:30])([F:31])[F:32].[C:1]([CH3:2])([CH3:3])([CH3:4])[O:5][C:6](=[O:7])[N:8]([CH2:9][CH2:10][O:11][c:12]1[cH:13][c:14]([C:15](=[O:16])[OH:17])[cH:18][c:19]([Cl:21])[cH:20]1)[c:22]1[cH:23][cH:24][n:25][cH:26][cH:27]1.[CH:60]([N:61]([CH2:62][CH3:63])[CH:64]([CH3:65])[CH3:66])([CH3:67])[CH3:68].[CH:69]1([NH:74][CH2:75][CH2:76][C:77]#[N:78])[CH2:70][CH2:71][CH2:72][CH2:73]1.[O:79]=[CH:80][N:81]([CH3:82])[CH3:83].[OH:50][n:51]1[c:52]2[c:53]([cH:54][cH:55][cH:56][cH:57]2)[n:58][n:59]1.[n:33]1([O:34][C:35]([N:36]([CH3:37])[CH3:38])=[N+:39]([CH3:40])[CH3:41])[c:42]2[cH:43][cH:44][cH:45][cH:46][c:47]2[n:48][n:49]1>>[C:1]([CH3:2])([CH3:3])([CH3:4])[O:5][C:6](=[O:7])[N:8]([CH2:9][CH2:10][O:11][c:12]1[cH:13][c:14]([C:15](=[O:16])[N:74]([CH:69]2[CH2:70][CH2:71][CH2:72][CH2:73]2)[CH2:75][CH2:76][C:77]#[N:78])[cH:18][c:19]([Cl:21])[cH:20]1)[c:22]1[cH:23][cH:24][n:25][cH:26][cH:27]1. Starting materials: NCC1=NC=C(C(=C1)O)OCCC (2-aminomethyl-5-propoxy-pyridin-4-ol), COC=C1C(NC(C2=CC=C(C=C12)I)=O)=O (4-methoxymethylene-6-iodo-4H-isoquinoline-1,3-dione). Solvent: CN(C=O)C (N,N-dimethylformamide). The product is OC1=CC(=NC=C1OCCC)CNC=C1C(NC(C2=CC=C(C=C12)I)=O)=O (4-{[(4-Hydroxy-5-propoxy-pyridin-2-ylmethyl)-amino]-methylene}-6-iodo-4H-isoquinoline-1,3-dione). Reaction SMILES: [NH2:1][CH2:2][C:3]1[CH:8]=[C:7]([OH:9])[C:6]([O:10][CH2:11][CH2:12][CH3:13])=[CH:5][N:4]=1.CO[CH:16]=[C:17]1[C:26]2[C:21](=[CH:22][CH:23]=[C:24]([I:27])[CH:25]=2)[C:20](=[O:28])[NH:19][C:18]1=[O:29]>CN(C)C=O>[OH:9][C:7]1[C:6]([O:10][CH2:11][CH2:12][CH3:13])=[CH:5][N:4]=[C:3]([CH2:2][NH:1][CH:16]=[C:17]2[C:26]3[C:21](=[CH:22][CH:23]=[C:24]([I:27])[CH:25]=3)[C:20](=[O:28])[NH:19][C:18]2=[O:29])[CH:8]=1. Procedure details: A mixture of 2-aminomethyl-5-propoxy-pyridin-4-ol (137 mg, 0.75 mmole) in 10 mL of N,N-dimethylformamide is stirred, then 4-methoxymethylene-6-iodo-4H-isoquinoline-1,3-dione (247 mg, 0.75 mmole) is added and the reaction mixture stirred for one hour. The reaction mixture is evaporated to dryness, triturated with 5% methanol in chlororform, filtered washed with fresh 5% methanol in chloroform, washed with acetonitrile and dried to give a pink solid, 313 mg, (87%); MS (ES+): m/z 479.9 (M+H). Starting materials: C(C)(=O)Cl (acetyl chloride), C(C1=CC=CC=C1)OC(C(=O)O)(C)C (2-Benzyloxy-2-methylpropionic acid). Run in CO (methanol). Run at time 16 hour. Product: C(C1=CC=CC=C1)OC(C(=O)OC)(C)C (Methyl 2-Benzyloxy-2-methylpropionate). RXN SMILES: [CH2:1]([O:8][C:9]([CH3:14])([CH3:13])[C:10]([OH:12])=[O:11])[C:2]1[CH:7]=[CH:6][CH:5]=[CH:4][CH:3]=1.[C:15](Cl)(=O)C>CO>[CH2:1]([O:8][C:9]([CH3:14])([CH3:13])[C:10]([O:12][CH3:15])=[O:11])[C:2]1[CH:7]=[CH:6][CH:5]=[CH:4][CH:3]=1. Reported procedure: 2-Benzyloxy-2-methylpropionic acid (4.4 g., 0.0023 mol) was dissolved in 50 ml. of methanol treated with acetyl chloride (1.61 ml., 1.78 g., 0.0023 mol), stirred for 16 hours, stripped to an oil, taken up in 75 ml. ethyl acetate, washed 1×50 ml. saturated NaHCO3 and 1×50 ml. brine, dried over MgSO4 and stripped to yield purified title product as a second oil, 4.22 g.; 1H-nmr 1.5 (s, 6H), 3.8 (s, 3H), 4.5 (s, 2H), 7.3-7.5 (m, 5H). Isolated yield 94.3%. Reaction conditions: temperature 60 celsius, time 8 hour. As a reaction SMILES: [OH-].[Na+].[CH:3]1([N:6]2[C:14]3[C:9](=[C:10]([O:20][CH3:21])[CH:11]=[C:12]([C:15]([O:17]CC)=[O:16])[CH:13]=3)[C:8]([CH3:22])=[CH:7]2)[CH2:5][CH2:4]1.Cl>CO>[CH:3]1([N:6]2[C:14]3[C:9](=[C:10]([O:20][CH3:21])[CH:11]=[C:12]([C:15]([OH:17])=[O:16])[CH:13]=3)[C:8]([CH3:22])=[CH:7]2)[CH2:4][CH2:5]1 |f:0.1|. The product is C1(CC1)N1C=C(C2=C(C=C(C=C12)C(=O)O)OC)C (1-Cyclopropyl-3-methyl-4-methoxy-1H-indole-6-carboxylic acid). Reported procedure: 4.66 mL of 5 N NaOH aqueous was added to a solution of 3.19 g of ethyl 1-cyclopropyl-3-methyl-4-methoxy-1H-indole-6-carboxylate in 32 mL of MeOH and the mixture was stirred at 60° C. overnight. The mixture was cooled and 46.6 mL of 1N HCl was added thereto. The precipitate was filtered, collected and dried in vacuo to afford 2.70 g of 1-Cyclopropyl-3-methyl-4-methoxy-1H-indole-6-carboxylic acid as a colorless solid. The reactants are [OH-].[Na+] (NaOH), C1(CC1)N1C=C(C2=C(C=C(C=C12)C(=O)OCC)OC)C (ethyl 1-cyclopropyl-3-methyl-4-methoxy-1H-indole-6-carboxylate), Cl (HCl). The solvent is CO (MeOH). Reactants: COC1=CC=C(CN2CCN(CC2)CC2=CC=C(C=N2)NC(=O)C=2C=CC(=C3C=CC=NC23)C2=C(C(=CC(=C2Cl)OC)OC)Cl)C=C1 (5-(2,6-Dichloro-3,5-dimethoxy-phenyl)-quinoline-8-carboxylic acid {6-[4-(4-methoxy-benzyl)-piperazin-1-ylmethyl]-pyridin-3-yl}-amide), NC1=CC=C(C=N1)CN(CCN(C)C)C (N-(6-amino-pyridin-3-ylmethyl)-N,N′,N′-trimethylethane-1,2-diamine). Run in C(Cl)Cl.CO (DCM MeOH). Conditions: time 14 hour. The product is CN(CCN(C)CC=1C=CC(=NC1)NC(=O)C=1C=CC(=C2C=CC=NC12)C1=C(C(=CC(=C1Cl)OC)OC)Cl)C (5-(2,6-Dichloro-3,5-dimethoxy-phenyl)-quinoline-8-carboxylic acid (5-{[(2-dimethylamino-ethyl)-methyl-amino]-methyl}-pyridin-2-yl)-amide). RXN SMILES: COC1C=CC(CN2CCN(CC3N=CC([NH:21][C:22]([C:24]4[CH:25]=[CH:26][C:27]([C:34]5[C:39]([Cl:40])=[C:38]([O:41][CH3:42])[CH:37]=[C:36]([O:43][CH3:44])[C:35]=5[Cl:45])=[C:28]5[C:33]=4[N:32]=[CH:31][CH:30]=[CH:29]5)=[O:23])=CC=3)CC2)=CC=1.N[C:49]1[N:54]=[CH:53][C:52]([CH2:55][N:56]([CH3:62])[CH2:57][CH2:58][N:59]([CH3:61])[CH3:60])=[CH:51][CH:50]=1>C(Cl)Cl.CO>[CH3:60][N:59]([CH3:61])[CH2:58][CH2:57][N:56]([CH2:55][C:52]1[CH:51]=[CH:50][C:49]([NH:21][C:22]([C:24]2[CH:25]=[CH:26][C:27]([C:34]3[C:39]([Cl:40])=[C:38]([O:41][CH3:42])[CH:37]=[C:36]([O:43][CH3:44])[C:35]=3[Cl:45])=[C:28]3[C:33]=2[N:32]=[CH:31][CH:30]=[CH:29]3)=[O:23])=[N:54][CH:53]=1)[CH3:62] |f:2.3|. Procedure: The title compound was prepared in analogy to the procedure described in Step 14.1 but using 5-(2,6-dichloro-3,5-dimethoxy-phenyl)-quinoline-8-carboxylic acid (6-piperazin-1-ylmethyl-pyridin-3-yl)-amide (Example 170), N-(6-amino-pyridin-3-ylmethyl)-N,N′,N′-trimethylethane-1,2-diamine (prepared as described in Example 26 but using N,N,N′-trimethyl-ethane-1,2-diamine in Step 26.2), and stirring the reaction mixture for 14 h at rt. Title compound: ESI-MS: 568.0 [M+H]+; TLC: Rf=0.15 (DCM/MeOH, 9:1). Reactants: BrC1=CC=C(C=C1)C=COC (1-bromo-4-(2-methoxyethenyl)benzene), C1=C(C=CC2=CC=CC=C12)OCC1OC1 ((2-naphthyloxymethyl)oxirane). Conditions: time 48 hour. Yields the product OC(CC1=CC=C(C=C1)C=COC)COC1=CC2=CC=CC=C2C=C1 (1-(2-hydroxy-3-(2-naphthyloxy)propyl)-4-(2-methoxyethenyl)benzene). Isolated yield 57.8%. Reaction SMILES: Br[C:2]1[CH:7]=[CH:6][C:5]([CH:8]=[CH:9][O:10][CH3:11])=[CH:4][CH:3]=1.[CH:12]1[C:21]2[C:16](=[CH:17][CH:18]=[CH:19][CH:20]=2)[CH:15]=[CH:14][C:13]=1[O:22][CH2:23][CH:24]1[CH2:26][O:25]1>>[OH:25][CH:24]([CH2:23][O:22][C:13]1[CH:14]=[CH:15][C:16]2[C:21](=[CH:20][CH:19]=[CH:18][CH:17]=2)[CH:12]=1)[CH2:26][C:2]1[CH:7]=[CH:6][C:5]([CH:8]=[CH:9][O:10][CH3:11])=[CH:4][CH:3]=1. Reported procedure: By the method of example 48, 1-bromo-4-(2-methoxyethenyl)benzene (2.13 g) is lithiated and reacted with (2-naphthyloxymethyl)oxirane (2.0 g). The reaction mixture is allowed to warm to room temperature and stirred for 48 hr before quenching with saturated ammonium chloride. The product is extracted with ether, and the extract is dried and concentrated to leave 1-(2-hydroxy-3-(2-naphthyloxy)propyl)-4-(2-methoxyethenyl)benzene as a yellow oil (1.93 g). By the methods of example 1, this is converte... Starting materials: CCO, CC(=O)CN(C(=O)Cc1ccccc1)C(C)(C)c1cc(Cl)c(F)c(Cl)c1, [K+], [OH-]. Yields the product CC1=C(c2ccccc2)C(=O)N(C(C)(C)c2cc(Cl)c(F)c(Cl)c2)C1. RXN SMILES: [CH2:29]([OH:30])[CH3:31].[Cl:1][c:2]1[cH:3][c:4]([C:5]([CH3:6])([CH3:7])[N:8]([C:9]([CH2:10][c:11]2[cH:12][cH:13][cH:14][cH:15][cH:16]2)=[O:17])[CH2:18][C:19]([CH3:20])=[O:21])[cH:22][c:23]([Cl:26])[c:24]1[F:25].[K+:28].[OH-:27]>>[Cl:1][c:2]1[cH:3][c:4]([C:5]([CH3:6])([CH3:7])[N:8]2[C:9](=[O:17])[C:10]([c:11]3[cH:12][cH:13][cH:14][cH:15][cH:16]3)=[C:19]([CH3:20])[CH2:18]2)[cH:22][c:23]([Cl:26])[c:24]1[F:25].